Task: describe an organic reaction: reactants, conditions, products, and yield. Dataset: the Open Reaction Database (ORD), a public repository of structured organic reaction records Starting materials: C[C@@H](CCCCCC)OC1=C(C=C(C=C1)OC(C1=CC=CC=C1)=O)[N+](=O)[O-] ((S)- [4-(1-methylheptyloxy)-3-nitrophenyl]-benzoate), O[Li].O (LiOH.H2O), Cl (HCl). The solvent is CO (methanol), O (water), [OH-].[Na+] (NaOH). Run at time 18 hour. Yields the product C[C@@H](CCCCCC)OC1=C(C=C(C=C1)O)[N+](=O)[O-] ((S)-4-(1-methyl-heptyloxy)-3-nitro-phenol). Reaction SMILES: [CH3:1][C@H:2]([O:9][C:10]1[CH:15]=[CH:14][C:13]([O:16]C(=O)C2C=CC=CC=2)=[CH:12][C:11]=1[N+:25]([O-:27])=[O:26])[CH2:3][CH2:4][CH2:5][CH2:6][CH2:7][CH3:8].O[Li].O.Cl>CO.O.[OH-].[Na+]>[CH3:1][C@H:2]([O:9][C:10]1[CH:15]=[CH:14][C:13]([OH:16])=[CH:12][C:11]=1[N+:25]([O-:27])=[O:26])[CH2:3][CH2:4][CH2:5][CH2:6][CH2:7][CH3:8] |f:1.2,6.7|. Procedure: To a solution of 5.3 mmol of ester 10 in 40 ml of methanol and 15 ml of water, 22 mmol of LiOH.H2O was added. The reaction mixture was stirred vigorously at room temperature for 14-22 h until no starting material was detected by TLC. The solution was diluted with 65 ml of 3.5% (wt/wt) NaOH solution, acidified by adding concentrated HCl with ice and extracted several times with ethyl ether. The combined organic layers were dried over anhydrous MgSO4 and the solvent removed. The phenol were purifi... Reactants: CCOC(C)=O, COc1c([N+](=O)[O-])ccc2c(=O)c(I)c(-c3ccccc3)oc12, Cl[Sn]Cl. Product: COc1c(N)ccc2c(=O)c(I)c(-c3ccccc3)oc12. RXN SMILES: [CH3:27][CH2:28][O:29][C:30](=[O:31])[CH3:32].[I:1][c:2]1[c:3](-[c:18]2[cH:19][cH:20][cH:21][cH:22][cH:23]2)[o:4][c:5]2[c:6]([O:16][CH3:17])[c:7]([N+:13]([O-:14])=[O:15])[cH:8][cH:9][c:10]2[c:11]1=[O:12].[Sn:24]([Cl:25])[Cl:26]>>[I:1][c:2]1[c:3](-[c:18]2[cH:19][cH:20][cH:21][cH:22][cH:23]2)[o:4][c:5]2[c:6]([O:16][CH3:17])[c:7]([NH2:13])[cH:8][cH:9][c:10]2[c:11]1=[O:12]. Starting materials: IC1CCC2=C(NC1=O)N=CC=C2 (5,6,7,9-Tetrahydro-7-iodo-8H-pyrido[2,3-b]azepin-8-one), [N-]=[N+]=[N-].[Na+] (sodium azide), O (water), ClCCl (dichloromethane). The solvent is CN(C=O)C (dimethylformamide). Run at temperature 20 celsius. Yields the product N(=[N+]=[N-])C1CCC2=C(NC1=O)N=CC=C2 (7-Azido-5,6,7,9-tetrahydro-8H-pyrido[2,3-b]azepin-8-one). Isolated yield 94.9%. Reaction SMILES: I[CH:2]1[C:8](=[O:9])[NH:7][C:6]2[N:10]=[CH:11][CH:12]=[CH:13][C:5]=2[CH2:4][CH2:3]1.[N-:14]=[N+:15]=[N-:16].[Na+].O.ClCCl>CN(C)C=O>[N:14]([CH:2]1[C:8](=[O:9])[NH:7][C:6]2[N:10]=[CH:11][CH:12]=[CH:13][C:5]=2[CH2:4][CH2:3]1)=[N+:15]=[N-:16] |f:1.2|. Reported procedure: To 333 mg of the intermediate obtained in Step G in 6 mL of dimethylformamide (DMF) was added 600 mg of sodium azide. The mixture was stirred at 20° C. 20 h before addition of water and extraction with dichloromethane. The extracts were combined and dried over sodium sulfate. Evaporation of the solvent gave 223 mg of the product characterized by its NMR and mass spectra. Reactants: C([O-])([O-])=O.[Cs+].[Cs+] (cesium carbonate), IC1COC1 (3-iodooxetane), FC1=CC=C2C(=NNC2=C1)C=1N=C2C(=NC1)N(C=C2C=O)COCC[Si](C)(C)C (2-(6-fluoro-1H-indazol-3-yl)-5-(2-trimethylsilanyl-ethoxymethyl)-5H-pyrrolo[2,3-b]pyrazine-7-carbaldehyde). The solvent is CN(C)C=O (DMF). Reaction conditions: temperature 100 celsius. Yields the product FC1=CC=C2C(=NN(C2=C1)C1COC1)C=1N=C2C(=NC1)N(C=C2C=O)COCC[Si](C)(C)C (2-(6-fluoro-1-oxetan-3-yl-1H-indazol-3-yl)-5-(2-trimethylsilanyl-ethoxymethyl)-5H-pyrrolo[2,3-b]pyrazine-7-carbaldehyde). Isolated yield 86.4%. Reaction SMILES: [F:1][C:2]1[CH:10]=[C:9]2[C:5]([C:6]([C:11]3[N:12]=[C:13]4[C:19]([CH:20]=[O:21])=[CH:18][N:17]([CH2:22][O:23][CH2:24][CH2:25][Si:26]([CH3:29])([CH3:28])[CH3:27])[C:14]4=[N:15][CH:16]=3)=[N:7][NH:8]2)=[CH:4][CH:3]=1.C(=O)([O-])[O-].[Cs+].[Cs+].I[CH:37]1[CH2:40][O:39][CH2:38]1>CN(C=O)C>[F:1][C:2]1[CH:10]=[C:9]2[C:5]([C:6]([C:11]3[N:12]=[C:13]4[C:19]([CH:20]=[O:21])=[CH:18][N:17]([CH2:22][O:23][CH2:24][CH2:25][Si:26]([CH3:29])([CH3:28])[CH3:27])[C:14]4=[N:15][CH:16]=3)=[N:7][N:8]2[CH:37]2[CH2:40][O:39][CH2:38]2)=[CH:4][CH:3]=1 |f:1.2.3|. Procedure details: In a microwave vial 2-(6-fluoro-1H-indazol-3-yl)-5-(2-trimethylsilanyl-ethoxymethyl)-5H-pyrrolo[2,3-b]pyrazine-7-carbaldehyde (300 mg, 0.73 mmol) was dissolved in DMF (5 ml) and cesium carbonate (714 mg, 2.19 mmol) and 3-iodooxetane (200 mg, 1.08 mmol) were added. The vial was sealed and heated at 100° C. under microwave irradiation for 2 h. The reaction was cooled, quenched with water and extracted with EtOAc (2×). The combined organics were washed with sat LiCl and brine then dried over MgSO4 ... Reactants: [Li]CCCC (n-BuLi), N1(N=CC=C1)C1=CC=C(CC=2C(=NC3=C(C=C(C=C3C2Cl)Br)C)Cl)C=C1 (3-(4-(1H-pyrazol-1-yl)benzyl)-6-bromo-2,4-dichloro-8-methylquinoline), N1(N=CC=C1)C1=CC=C(CC=2C(=NC3=C(C=C(C=C3C2Cl)Br)C)OC)C=C1 (3-(4-(1H-pyrazol-1-yl)benzyl)-6-bromo-4-chloro-2-methoxy-8-methylquinoline), ClC1=CC=C(C=C1)C(=O)C1=CN=CN1C ((4-Chlorophenyl)(1-methyl-1H-imidazol-5-yl)methanone), ClC1=CC=C(C=C1)C(=O)C1=CN=CN1C ((4-Chlorophenyl)(1-methyl-1H-imidazol-5-yl)methanone), dry ice acetone. Conditions: temperature -78 celsius, time 10 minute. Product: N1(N=CC=C1)C1=CC=C(CC=2C(=NC3=C(C=C(C=C3C2Cl)C(O)(C2=CN=CN2C)C2=CC=C(C=C2)Cl)C)Cl)C=C1 ((3-(4-(1H-Pyrazol-1-yl)benzyl)-2,4-dichloro-8-methylquinolin-6-yl)(4-chlorophenyl)(1-methyl-1H-imidazol-5-yl)methanol). RXN SMILES: [N:1]1([C:6]2[CH:26]=[CH:25][C:9]([CH2:10][C:11]3[C:12]([Cl:24])=[N:13][C:14]4[C:19]([C:20]=3[Cl:21])=[CH:18][C:17](Br)=[CH:16][C:15]=4[CH3:23])=[CH:8][CH:7]=2)[CH:5]=[CH:4][CH:3]=[N:2]1.N1(C2C=CC(CC3C(OC)=NC4C(C=3Cl)=CC(Br)=CC=4C)=CC=2)C=CC=N1.[Cl:54][C:55]1[CH:60]=[CH:59][C:58]([C:61]([C:63]2[N:67]([CH3:68])[CH:66]=[N:65][CH:64]=2)=[O:62])=[CH:57][CH:56]=1.[Li]CCCC>>[N:1]1([C:6]2[CH:26]=[CH:25][C:9]([CH2:10][C:11]3[C:12]([Cl:24])=[N:13][C:14]4[C:19]([C:20]=3[Cl:21])=[CH:18][C:17]([C:61]([C:58]3[CH:59]=[CH:60][C:55]([Cl:54])=[CH:56][CH:57]=3)([C:63]3[N:67]([CH3:68])[CH:66]=[N:65][CH:64]=3)[OH:62])=[CH:16][C:15]=4[CH3:23])=[CH:8][CH:7]=2)[CH:5]=[CH:4][CH:3]=[N:2]1. Procedure: A mixture of 3-(4-(1H-pyrazol-1-yl)benzyl)-6-bromo-2,4-dichloro-8-methylquinoline (393 mg, 0.880 mmol, Intermediate 19: step a) and (4-chlorophenyl)(1-methyl-1H-imidazol-5-yl)methanone (194 mg, 0.880 mmol, Intermediate 1: step b) in dry degassed THF (16 mL) was cooled to −78° C. and n-BuLi (1.6 M in hexane, 0.5 mL, 0.8 mmol) was added over 1.5 minutes. Stirring was continued at −78° C. for 10 minutes and the dry ice acetone bath was replaced with an ice water bath. Stirring was continued for 1 h...